From a dataset of the Open Reaction Database (ORD), a public repository of structured organic reaction records. describe an organic reaction: reactants, conditions, products, and yield Reactants: C1(=CC=CC=C1)[C@H](C)NC1=NC=CC(=N1)N1C=NC2=C1C=CC(=C2)I (2-[(S)-1-Phenylethylamino]-4-[5-iodobenzimidazol-1-yl]pyrimidine), FC(C1=CC=C(C=C1)B(O)O)(F)F (4-trifluoromethylphenyl boronic acid). Product: C1(=CC=CC=C1)[C@H](C)NC1=NC=CC(=N1)N1C=NC2=C1C=CC(=C2)C2=CC=C(C=C2)C(F)(F)F (2-[(S)-1-Phenylethylamino]-4-[5-(4-trifluoromethylphenyl)benzimidazol-1-yl]pyrimidine). Reaction SMILES: [C:1]1([C@@H:7]([NH:9][C:10]2[N:15]=[C:14]([N:16]3[C:20]4[CH:21]=[CH:22][C:23](I)=[CH:24][C:19]=4[N:18]=[CH:17]3)[CH:13]=[CH:12][N:11]=2)[CH3:8])[CH:6]=[CH:5][CH:4]=[CH:3][CH:2]=1.[F:26][C:27]([F:38])([F:37])[C:28]1[CH:33]=[CH:32][C:31](B(O)O)=[CH:30][CH:29]=1>>[C:1]1([C@@H:7]([NH:9][C:10]2[N:15]=[C:14]([N:16]3[C:20]4[CH:21]=[CH:22][C:23]([C:31]5[CH:32]=[CH:33][C:28]([C:27]([F:38])([F:37])[F:26])=[CH:29][CH:30]=5)=[CH:24][C:19]=4[N:18]=[CH:17]3)[CH:13]=[CH:12][N:11]=2)[CH3:8])[CH:6]=[CH:5][CH:4]=[CH:3][CH:2]=1. Procedure details: The title compound was prepared according to the procedure described in EXAMPLE 397, starting from 2-[(S)-1-Phenylethylamino]-4-[5-iodobenzimidazol-1-yl]pyrimidine and 4-trifluoromethylphenyl boronic acid. Mass spectrum (ESI) 460.4 (M+1). Starting materials: ClC1=CC=C(C(=O)CCCC(=O)OC)C=C1 (methyl 4-(4-chlorobenzoyl)butyrate), NC1=CC=CC=C1 (aniline). Reagents/catalysts: O.C1(=CC=C(C=C1)S(=O)(=O)O)C (p-toluenesulfonic acid monohydrate). The solvent is C1(=CC=CC=C1)C (toluene). Conditions: time 1 hour. The product is N(C1=CC=CC=C1)C(CCCC(=O)O)C1=CC=C(C=C1)Cl (5-anilino-5-(4-chlorophenyl)pentanoic acid). The yield is 77.1%. As a reaction SMILES: [Cl:1][C:2]1[CH:16]=[CH:15][C:5]([C:6]([CH2:8][CH2:9][CH2:10][C:11]([O:13]C)=[O:12])=O)=[CH:4][CH:3]=1.[NH2:17][C:18]1[CH:23]=[CH:22][CH:21]=[CH:20][CH:19]=1>O.C1(C)C=CC(S(O)(=O)=O)=CC=1.C1(C)C=CC=CC=1>[NH:17]([CH:6]([C:5]1[CH:15]=[CH:16][C:2]([Cl:1])=[CH:3][CH:4]=1)[CH2:8][CH2:9][CH2:10][C:11]([OH:13])=[O:12])[C:18]1[CH:23]=[CH:22][CH:21]=[CH:20][CH:19]=1 |f:2.3|. Procedure: (1)-(b) To 19.0 g of methyl 4-(4-chlorobenzoyl)butyrate was added 14.5 g of aniline, 0.6 g of p-toluenesulfonic acid monohydrate and 200 ml of toluene, and the mixture was refluxed with dehydration for 22.5 hours. The solvent was evaporated off under reduced pressure, and the residue was dissolved in 200 ml of methanol. A solution of 40 ml of an aqueous 20% sodium hydroxide solution and 3.0 g of sodium borohydride were added at 0° C., and the mixture was stirred at -3° to +5° C. for 1 hour. The ... Starting materials: [N+](=O)([O-])C1=C(C=CC=C1)S(=O)(=O)Cl (o-nitrobenzenesulfonyl chloride), NCCCN1N=CC=C1 (N-(3-aminopropyl)-pyrazole), C(#N)C.O (cyanomethane water), C([O-])([O-])=O.[K+].[K+] (potassium carbonate). Run in C(#N)C (cyanomethane), C(C)(=O)OCC (ethyl acetate). Product: N1(N=CC=C1)CCCNS(=O)(=O)C1=C(C=CC=C1)[N+](=O)[O-] (N-[3-(1H-Pyrazol-1-yl)propyl]-2-nitrobenzenesulfonamide). The yield is 86.7%. As a reaction SMILES: [N+:1]([C:4]1[CH:9]=[CH:8][CH:7]=[CH:6][C:5]=1[S:10](Cl)(=[O:12])=[O:11])([O-:3])=[O:2].[NH2:14][CH2:15][CH2:16][CH2:17][N:18]1[CH:22]=[CH:21][CH:20]=[N:19]1.C(C)#N.O.C(=O)([O-])[O-].[K+].[K+]>C(C)#N.C(OCC)(=O)C>[N:18]1([CH2:17][CH2:16][CH2:15][NH:14][S:10]([C:5]2[CH:6]=[CH:7][CH:8]=[CH:9][C:4]=2[N+:1]([O-:3])=[O:2])(=[O:12])=[O:11])[CH:22]=[CH:21][CH:20]=[N:19]1 |f:2.3,4.5.6|. Procedure details: A solution of 11.97 g (0.0519 mol) of o-nitrobenzenesulfonyl chloride in 90 ml of cyanomethane was added slowly over several minutes to a cold (7° C.) solution of 10.7 g (0.0540 mol) of N-(3-aminopropyl)-pyrazole in a 3:1 cyanomethane/water solution containing 16.6 g (0.12 mol) of potassium carbonate, under nitrogen. The resulting reaction solution was warmed to room temperature and allowed to react. When the reaction was complete, as determined by thin layer chromatography, the reaction solutio... The reactants are Brc1ccccc1Br, C1CCOC1, CCCCCC, [Li]CCCC, O=Cc1ccccc1. The product is OC(c1ccccc1)c1ccccc1Br. Reaction SMILES: [Br:1][c:2]1[c:3]([Br:8])[cH:4][cH:5][cH:6][cH:7]1.[CH2:22]1[O:23][CH2:24][CH2:25][CH2:26]1.[CH3:27][CH2:28][CH2:29][CH2:30][CH2:31][CH3:32].[CH3:9][CH2:10][CH2:11][CH2:12][Li:13].[CH:14](=[O:15])[c:16]1[cH:17][cH:18][cH:19][cH:20][cH:21]1>>[c:2]1([CH:14]([OH:15])[c:16]2[cH:17][cH:18][cH:19][cH:20][cH:21]2)[c:3]([Br:8])[cH:4][cH:5][cH:6][cH:7]1. The reactants are ClCCC1=C2N(C3=CC=CC=C13)C(=NC=C2C)C (5-(2-chloroethyl)-1,4-dimethylpyrimido[1,6-a]indole), BrN1C(CCC1=O)=O (N-bromosuccinimide), C([O-])([O-])=O.[K+].[K+] (potassium carbonate). Run in C(Cl)(Cl)Cl (chloroform). The product is ClCCC1=C2N(C3=CC=CC=C13)C(=NC(=C2C)N2C(CCC2=O)=O)C (1-[5-(2-chloro)ethyl-1,4-dimethylpyrimido[1,6-a]indol-3-yl]pyrrolidine-2,5-dione). RXN SMILES: [Cl:1][CH2:2][CH2:3][C:4]1[C:12]2[C:7](=[CH:8][CH:9]=[CH:10][CH:11]=2)[N:6]2[C:13]([CH3:18])=[N:14][CH:15]=[C:16]([CH3:17])[C:5]=12.Br[N:20]1[C:24](=[O:25])[CH2:23][CH2:22][C:21]1=[O:26].C(=O)([O-])[O-].[K+].[K+]>C(Cl)(Cl)Cl>[Cl:1][CH2:2][CH2:3][C:4]1[C:12]2[C:7](=[CH:8][CH:9]=[CH:10][CH:11]=2)[N:6]2[C:13]([CH3:18])=[N:14][C:15]([N:20]3[C:24](=[O:25])[CH2:23][CH2:22][C:21]3=[O:26])=[C:16]([CH3:17])[C:5]=12 |f:2.3.4|. Reported procedure: To a refluxing solution of 5-(2-chloroethyl)-1,4-dimethylpyrimido[1,6-a]indole (13 g, described in Example 12), in chloroform (400 ml) is added N-bromosuccinimide (9.4 g) and anhydrous potassium carbonate (7 g). The reaction mixture is stirred and refluxed for 45 minutes. The resulting slurry is cooled and washed with water, and the organic phase is separated and evaporated. The residue is chromatographed on silica gel using chloroform and the eluates are evaporated. The residue (6.6 g) is cryst... Procedure details: To a solution of methyl 2-(4-(4-chlorobenzyl)-3-methyl-5-oxo-2,5-dihydro-1H-pyrazol-1-yl)-4-methylthiazole-5-carboxylate (0.22 g, 0.57 mmol) in a mixture of tetrahydrofuran (8 mL) and water (2 mL) was added lithium hydroxide monohydrate (0.12 g, 2.88 mmol). The reaction mixture was heated to reflux for 3 hours. The solvent was removed in vacuo, and the residue was neutralized to pH 4˜5 with 10% hydrochloric acid. The resulting precipitate was collected by filtration and dried to afford the title... The yield is 53.0%. Reaction SMILES: [Cl:1][C:2]1[CH:25]=[CH:24][C:5]([CH2:6][C:7]2[C:11](=[O:12])[N:10]([C:13]3[S:14][C:15]([C:19]([O:21]C)=[O:20])=[C:16]([CH3:18])[N:17]=3)[NH:9][C:8]=2[CH3:23])=[CH:4][CH:3]=1.O.[OH-].[Li+]>O1CCCC1.O>[Cl:1][C:2]1[CH:25]=[CH:24][C:5]([CH2:6][C:7]2[C:11](=[O:12])[N:10]([C:13]3[S:14][C:15]([C:19]([OH:21])=[O:20])=[C:16]([CH3:18])[N:17]=3)[NH:9][C:8]=2[CH3:23])=[CH:4][CH:3]=1 |f:1.2.3|. The reactants are ClC1=CC=C(CC2=C(NN(C2=O)C=2SC(=C(N2)C)C(=O)OC)C)C=C1 (methyl 2-(4-(4-chlorobenzyl)-3-methyl-5-oxo-2,5-dihydro-1H-pyrazol-1-yl)-4-methylthiazole-5-carboxylate), O.[OH-].[Li+] (lithium hydroxide monohydrate). Solvent: O1CCCC1 (tetrahydrofuran), O (water). Yields the product ClC1=CC=C(CC2=C(NN(C2=O)C=2SC(=C(N2)C)C(=O)O)C)C=C1 (2-(4-(4-chlorobenzyl)-3-methyl-5-oxo-2,5-dihydro-1H-pyrazol-1-yl)-4-methylthiazole-5-carboxylic acid). Reactants: [Br-], CO, COc1ccc(SCCl)cc1, O=c1ncc(Cl)c[nH]1, Cl, [K+]. The product is COc1ccc(SCn2cc(Cl)cnc2=O)cc1. RXN SMILES: [Br-:21].[CH3:23][OH:24].[Cl:10][CH2:11][S:12][c:13]1[cH:14][cH:15][c:16]([O:19][CH3:20])[cH:17][cH:18]1.[Cl:2][c:3]1[cH:4][n:5][c:6](=[O:9])[nH:7][cH:8]1.[ClH:1].[K+:22]>>[Cl:2][c:3]1[cH:4][n:5]([CH2:11][S:12][c:13]2[cH:14][cH:15][c:16]([O:19][CH3:20])[cH:17][cH:18]2)[c:6](=[O:9])[n:7][cH:8]1. The reactants are C(C)(C)(C)OC(C(C)(C)SC=1SC=C(N1)CC(=O)O)=O ({2-[(2-tert-butoxy-1,1-dimethyl-2-oxoethyl)thio]-1,3-thiazol-4-yl}acetic acid), FC(C(=O)O)(F)F (trifluoroacetic acid), ClC1=CC=C(C=C1)C1=NN(C(=C1)N)C (3-(4-chlorophenyl)-1-methyl-1H-pyrazole-5-amine). Solvent: ClCCl (dichloromethane). Reaction conditions: time 12 hour. Product: ClC1=CC=C(C=C1)C1=NN(C(=C1)NCCC=1N=C(SC1)SC(C(=O)O)(C)C)C (2-{[4-(2-{[3-(4-chlorophenyl)-1-methyl-1H-pyrazol-5-yl]amino}ethyl)-1,3-thiazol-2-yl]thio}-2-methylpropionic acid). RXN SMILES: C([O:5][C:6](=[O:20])[C:7]([S:10][C:11]1[S:12][CH:13]=[C:14]([CH2:16][C:17](O)=O)[N:15]=1)([CH3:9])[CH3:8])(C)(C)C.[Cl:21][C:22]1[CH:27]=[CH:26][C:25]([C:28]2[CH:32]=[C:31]([NH2:33])[N:30]([CH3:34])[N:29]=2)=[CH:24][CH:23]=1.FC(F)(F)C(O)=O>ClCCl>[Cl:21][C:22]1[CH:23]=[CH:24][C:25]([C:28]2[CH:32]=[C:31]([NH:33][CH2:17][CH2:16][C:14]3[N:15]=[C:11]([S:10][C:7]([CH3:8])([CH3:9])[C:6]([OH:5])=[O:20])[S:12][CH:13]=3)[N:30]([CH3:34])[N:29]=2)=[CH:26][CH:27]=1. Procedure: The compound obtained using {2-[(2-tert-butoxy-1,1-dimethyl-2-oxoethyl)thio]-1,3-thiazol-4-yl}acetic acid synthesized in Example 3 and 3-(4-chlorophenyl)-1-methyl-1H-pyrazole-5-amine as starting materials and by operations similar to those of Example 242-1 and Example 242-2 was treated with dichloromethane and trifluoroacetic acid, and the mixture was stirred at room temperature for 12 hr. The reaction mixture was concentrated under reduced pressure, and the residue was purified by silica gel ch... Reactants: COC=1C=C(C(=O)O)C=C(C1OC)OC (3,4,5-trimethoxybenzoic acid), CC1(C(=O)N(C(=O)N1Br)Br)C (DBDMH). Reaction conditions: time 25 hour. Yields the product BrC1=C(C(=O)O)C=C(C(=C1OC)OC)OC (2-Bromo-3,4,5-trimethoxybenzoic Acid). RXN SMILES: [CH3:1][O:2][C:3]1[CH:4]=[C:5]([CH:9]=[C:10]([O:14][CH3:15])[C:11]=1[O:12][CH3:13])[C:6]([OH:8])=[O:7].CC1(C)N([Br:24])C(=O)N(Br)C1=O>>[Br:24][C:9]1[C:10]([O:14][CH3:15])=[C:11]([O:12][CH3:13])[C:3]([O:2][CH3:1])=[CH:4][C:5]=1[C:6]([OH:8])=[O:7]. Procedure details: Using the procedure described herein above in Example 1, Method E, 3,4,5-trimethoxybenzoic acid was brominated with DBDMH to provide the following results (assay yields) after reacting for 25 hours at 20°-25° C.: